From a dataset of the Open Reaction Database (ORD), a public repository of structured organic reaction records. describe an organic reaction: reactants, conditions, products, and yield Reactants: C(#N)C=1C=CC(=C(C1)NC(OC(C)(C)C)=O)C(F)(F)F (tert-butyl 5-cyano-2-trifluoromethyl-phenylcarbamate). Reagents/catalysts: [Ni] (Ra—Ni). The solvent is C1CCOC1 (THF). Run at time 8 hour. The product is NCC=1C=CC(=C(C1)NC(OC(C)(C)C)=O)C(F)(F)F (tert-Butyl 5-aminomethyl-2-trifluoromethyl-phenylcarbamate). Reaction SMILES: [C:1]([C:3]1[CH:4]=[CH:5][C:6]([C:17]([F:20])([F:19])[F:18])=[C:7]([NH:9][C:10](=[O:16])[O:11][C:12]([CH3:15])([CH3:14])[CH3:13])[CH:8]=1)#[N:2]>[Ni].C1COCC1>[NH2:2][CH2:1][C:3]1[CH:4]=[CH:5][C:6]([C:17]([F:18])([F:19])[F:20])=[C:7]([NH:9][C:10](=[O:16])[O:11][C:12]([CH3:15])([CH3:13])[CH3:14])[CH:8]=1. Procedure details: A mixture of tert-butyl 5-cyano-2-trifluoromethyl-phenylcarbamate (8.5 g; 29.7 mmol), Ra—Ni (174 mg; 2.97 mmol) and THF (60 mL) was stirred under H2-atmosphere (5 atm) overnight at rt. The mixture was filtered through celite and the celite pad was washed with THF and EtOAc. Concentration gave the sub-title compound which was used in the next step without further purification. Yield: 8 g (93%). The reactants are CC(C)C(=O)Nc1cccc(C2CCNCC2)c1, O=Cc1cc2ccccc2s1. Yields the product CC(C)C(=O)Nc1cccc(C2CCN(Cc3cc4ccccc4s3)CC2)c1. As a reaction SMILES: [CH3:12][CH:13]([C:14](=[O:15])[NH:16][c:17]1[cH:18][c:19]([CH:23]2[CH2:24][CH2:25][NH:26][CH2:27][CH2:28]2)[cH:20][cH:21][cH:22]1)[CH3:29].[s:1]1[c:2]([CH:10]=[O:11])[cH:3][c:4]2[c:5]1[cH:6][cH:7][cH:8][cH:9]2>>[s:1]1[c:2]([CH2:10][N:26]2[CH2:25][CH2:24][CH:23]([c:19]3[cH:18][c:17]([NH:16][C:14]([CH:13]([CH3:12])[CH3:29])=[O:15])[cH:22][cH:21][cH:20]3)[CH2:28][CH2:27]2)[cH:3][c:4]2[c:5]1[cH:6][cH:7][cH:8][cH:9]2. Reactants: N([C@@H](C)C(=O)O)C(=O)OCC1=CC=CC=C1 (N-CBZ-Ala), CN(C)C=O (DMF). Conditions: time 16 hour. Yields the product N([C@@H](C)C(=O)OC)C(=O)OCC1=CC=CC=C1 (CBZ-Ala-OMe). Isolated yield 92.8%. RXN SMILES: [NH:1]([C:7]([O:9][CH2:10][C:11]1[CH:16]=[CH:15][CH:14]=[CH:13][CH:12]=1)=[O:8])[C@H:2]([C:4]([OH:6])=[O:5])[CH3:3].[CH3:17]N(C=O)C>>[NH:1]([C:7]([O:9][CH2:10][C:11]1[CH:12]=[CH:13][CH:14]=[CH:15][CH:16]=1)=[O:8])[C@H:2]([C:4]([O:6][CH3:17])=[O:5])[CH3:3]. Procedure: CBZ-Ala (10, 0.165 g, 0.74 mmol) was added to 6 mL of dry DMF containing 1.1 g (500 mol % ) of 2 (R=Me) and the reaction mixture was stirred at 16 h a t room temperature. Following the general procedure gave 0.163 g of 19, 93%, as an oil: [α]25D -32.7° (c 1.3, MeOH) [Lit14 [α]25D -33.0° (c 1.0, MeOH )]; IR 3340, 3060, 3030, 1720; 1H NMR δ 7.34-7.26 (m, 5H), 5.53 (d, 1H, J=5.9), 5.10 (s, 2H), 4.39 (t, 1H, J=7.3), 3.73 (s, 3H), 1.40 (d, 3H, J=7.2). The reactants are COC(=O)CC(C)=O, C1CCOC1, CC(C)[N-]C(C)C, Cc1cc(C2=C(C=CC=O)C(C)(C)CC3(C2)SCCCS3)ccc1F, [Li+]. The product is COC(=O)CC(=O)CC(O)C=CC1=C(c2ccc(F)c(C)c2)CC2(CC1(C)C)SCCCS2. As a reaction SMILES: [C:9]([CH2:10][C:11](=[O:12])[CH3:13])(=[O:14])[O:15][CH3:16].[CH2:42]1[O:43][CH2:44][CH2:45][CH2:46]1.[CH3:2][CH:3]([N-:4][CH:5]([CH3:6])[CH3:7])[CH3:8].[F:17][c:18]1[c:19]([CH3:41])[cH:20][c:21]([C:24]2=[C:34]([CH:35]=[CH:36][CH:37]=[O:38])[C:33]([CH3:39])([CH3:40])[CH2:32][C:26]3([CH2:25]2)[S:27][CH2:28][CH2:29][CH2:30][S:31]3)[cH:22][cH:23]1.[Li+:1]>>[C:9]([CH2:10][C:11](=[O:12])[CH2:13][CH:37]([CH:36]=[CH:35][C:34]1=[C:24]([c:21]2[cH:20][c:19]([CH3:41])[c:18]([F:17])[cH:23][cH:22]2)[CH2:25][C:26]2([S:27][CH2:28][CH2:29][CH2:30][S:31]2)[CH2:32][C:33]1([CH3:39])[CH3:40])[OH:38])(=[O:14])[O:15][CH3:16].